Dataset: the Open Reaction Database (ORD), a public repository of structured organic reaction records. Task: describe an organic reaction: reactants, conditions, products, and yield Starting materials: [OH-].[K+] (potassium hydroxide), C1CCOC1 (THF), Cl (HCl), C(CCC)S(=O)(=O)NC1=CC=C(OC(C(=O)Cl)CCCCCCCCCC)C=C1 (2-(4-n-Butylsulfonamidophenoxy)-n-dodecanoyl chloride), C(C)(=O)N1N=C(N2C1=CC(=N2)C(C)(C)C)C2=C(C(=C(C=C2C)C)N)C (1-Acetyl-6-t-butyl-3-(3-amino-2,4,6-trimethylphenyl)-1H-pyrazolo[3,2-c]-s-triazole), C([O-])(O)=O.[Na+] (sodium bicarbonate), C1CCOC1 (THF), C1CCOC1 (THF). Solvent: O (water). Reaction conditions: time 22 hour. Product: C(C)(C)(C)C=1C=C2NN=C(N2N1)C=1C(=C(C(=CC1C)C)NC(C(CCCCCCCCCCCC)OC1=CC=C(C=C1)NS(=O)(=O)CCCC)=O)C (N-(3-[6-t-Butyl-1H-pyrazolo[3,2-c]-s-triazol-3-yl]-2,4,6-trimethylphenyl)-2-(4-n-butanesulfonamidophenoxy)n-tetradecanamide). Isolated yield 92.0%. As a reaction SMILES: [CH2:1]([S:5]([NH:8][C:9]1[CH:29]=[CH:28][C:12]([O:13][CH:14]([CH2:18][CH2:19][CH2:20][CH2:21][CH2:22][CH2:23][CH2:24][CH2:25][CH2:26][CH3:27])[C:15](Cl)=[O:16])=[CH:11][CH:10]=1)(=[O:7])=[O:6])[CH2:2][CH2:3][CH3:4].C([N:33]1[C:37]2=[CH:38][C:39]([C:41]([CH3:44])([CH3:43])[CH3:42])=[N:40][N:36]2[C:35]([C:45]2[C:50]([CH3:51])=[CH:49][C:48]([CH3:52])=[C:47]([NH2:53])[C:46]=2[CH3:54])=[N:34]1)(=O)C.C(=O)(O)[O-].[Na+].[OH-].[K+].Cl.[CH2:63]1COC[CH2:64]1>O>[C:41]([C:39]1[CH:38]=[C:37]2[N:36]([N:40]=1)[C:35]([C:45]1[C:46]([CH3:54])=[C:47]([NH:53][C:15](=[O:16])[CH:14]([O:13][C:12]3[CH:28]=[CH:29][C:9]([NH:8][S:5]([CH2:1][CH2:2][CH2:3][CH3:4])(=[O:7])=[O:6])=[CH:10][CH:11]=3)[CH2:18][CH2:19][CH2:20][CH2:21][CH2:22][CH2:23][CH2:24][CH2:25][CH2:26][CH2:27][CH2:63][CH3:64])[C:48]([CH3:52])=[CH:49][C:50]=1[CH3:51])=[N:34][NH:33]2)([CH3:44])([CH3:43])[CH3:42] |f:2.3,4.5|. Reported procedure: 2-(4-n-Butylsulfonamidophenoxy)-n-dodecanoyl chloride (16.6 g, 35 mmole) in THF (35 ml) was added to a suspension of the product of part (b) (11.9 g, 35 mmole) and sodium bicarbonate (4.2 g) in THF (95 ml). After 22 hours, more THF (45 ml) and potassium hydroxide (7.9 g, 140 mmole) in water (175 ml) were added and stirring continued for a further 80 minutes. 3M HCl (100 ml) was added and the THF removed by evaporation under reduced pressure. Dichloromethane (250 ml) was added and the organic ext... The reactants are CCOC(=O)N1CCc2sc(C(C)(C)C)c(C)c2CC1, CCO, [K+], [OH-], O. Yields the product Cc1c(C(C)(C)C)sc2c1CCNCC2. RXN SMILES: [CH2:1]([O:2][C:3](=[O:4])[N:6]1[CH2:7][CH2:8][c:9]2[c:10]([c:13]([CH3:20])[c:14]([C:16]([CH3:17])([CH3:18])[CH3:19])[s:15]2)[CH2:11][CH2:12]1)[CH3:5].[CH3:21][CH2:22][OH:23].[K+:25].[OH-:24].[OH2:26]>>[NH:6]1[CH2:7][CH2:8][c:9]2[c:10]([c:13]([CH3:20])[c:14]([C:16]([CH3:17])([CH3:18])[CH3:19])[s:15]2)[CH2:11][CH2:12]1. Reactants: C(N)(=O)SCC(=O)O (carbamoylmercaptoacetic acid), C1(=CC=CC=C1)C(C(Cl)C1=CC=CC=C1)=O (1,2-diphenyl-2-chloroethanone), ethyl ester. Run in CN(C)C=O (DMF). The product is ethyl ester, C1(=CC=CC=C1)C=1N=C(OC1C1=CC=CC=C1)SCC(=O)O (4,5-diphenyl-2-oxazolylmercaptoacetic acid). As a reaction SMILES: [C:1]1([C:7](=[O:16])[CH:8]([C:10]2[CH:15]=[CH:14][CH:13]=[CH:12][CH:11]=2)Cl)[CH:6]=[CH:5][CH:4]=[CH:3][CH:2]=1.[C:17]([S:20][CH2:21][C:22]([OH:24])=[O:23])(=O)[NH2:18]>CN(C=O)C>[C:10]1([C:8]2[N:18]=[C:17]([S:20][CH2:21][C:22]([OH:24])=[O:23])[O:16][C:7]=2[C:1]2[CH:6]=[CH:5][CH:4]=[CH:3][CH:2]=2)[CH:15]=[CH:14][CH:13]=[CH:12][CH:11]=1. Procedure: 23 g. of 1,2-diphenyl-2-chloroethanone is heated together with 18 g. of the ethyl ester of carbamoylmercaptoacetic acid in 150 ml. of absolute DMF for 3 hours to 70°. Then, the DMF is removed, and the residue, containing the ethyl ester of N-(1,2-diphenyl-2-oxoethyl)-carbamoylmercaptoacetic acid, is refluxed for 5 hours with a mixture of 100 g. of POCl3 and 200 ml. of benzene. The mixture is then evaporated under reduced pressure and the residue is purified by chromatography on silica gel, thus ...